This data is from the Open Reaction Database (ORD), a public repository of structured organic reaction records. The task is: describe an organic reaction: reactants, conditions, products, and yield Starting materials: OC1=CC=C(C=C1)CC(=O)O (4-hydroxy-phenyl acetic acid), C(=O)([O-])[O-].[Cs+].[Cs+] (Cs2CO3), C(C1=CC=CC=C1)Br (benzyl bromide). Solvent: CN(C)C=O (DMF). Reaction conditions: time 8 hour. Product: C(C1=CC=CC=C1)OC(CC1=CC=C(C=C1)OCC1=CC=CC=C1)=O ((4-benzyloxy-phenyl) acetic acid benzyl ester). Reaction SMILES: [OH:1][C:2]1[CH:7]=[CH:6][C:5]([CH2:8][C:9]([OH:11])=[O:10])=[CH:4][CH:3]=1.C([O-])([O-])=O.[Cs+].[Cs+].[CH2:18](Br)[C:19]1[CH:24]=[CH:23][CH:22]=[CH:21][CH:20]=1>CN(C=O)C>[CH2:18]([O:10][C:9](=[O:11])[CH2:8][C:5]1[CH:4]=[CH:3][C:2]([O:1][CH2:8][C:5]2[CH:6]=[CH:7][CH:2]=[CH:3][CH:4]=2)=[CH:7][CH:6]=1)[C:19]1[CH:24]=[CH:23][CH:22]=[CH:21][CH:20]=1 |f:1.2.3|. Procedure details: To a stirred solution of 4-hydroxy-phenyl acetic acid (10.0 g, 65.72 mmol) in DMF (70 mL) at rt were added Cs2CO3 (47.11 g, 144.5 mmol) and benzyl bromide (17.29 mL, 144.5 mmol). The reaction mixture was stirred overnight at room temperature, heated at 100° C. for 1 h and cooled to rt. The solvent was removed under reduced pressure and poured into H2O. The aqueous solution was extracted with ethyl acetate and the combined organic layers were washed with brine, dried over Na2SO4, filtered and con... The reactants are O=C([O-])[O-], Cc1c(O)cccc1C(F)(F)F, CCC(C#N)OS(C)(=O)=O, CC#N, [I-], [K+], [K+], [K+], O. Yields the product CCC(C#N)Oc1cccc(C(F)(F)F)c1C. As a reaction SMILES: [C:23](=[O:24])([O-:25])[O-:26].[CH3:11][c:12]1[c:13]([OH:22])[cH:14][cH:15][cH:16][c:17]1[C:18]([F:19])([F:20])[F:21].[CH3:1][S:2](=[O:3])(=[O:4])[O:5][CH:6]([C:7]#[N:8])[CH2:9][CH3:10].[CH3:31][C:32]#[N:33].[I-:30].[K+:27].[K+:28].[K+:29].[OH2:34]>>[O:5]([CH:6]([C:7]#[N:8])[CH2:9][CH3:10])[c:13]1[c:12]([CH3:11])[c:17]([C:18]([F:19])([F:20])[F:21])[cH:16][cH:15][cH:14]1. Reaction SMILES: C([O-])(=O)C.[Na+].Cl.[NH2:7]O.[CH:9]1([C:12](=[O:31])[C:13](=[CH:27]OCC)[C:14]([C:16]2[CH:21]=[CH:20][C:19]([S:22]([CH3:25])(=[O:24])=[O:23])=[CH:18][C:17]=2[F:26])=[O:15])[CH2:11][CH2:10]1>C(O)C>[CH:9]1([C:12]([C:13]2[CH:27]=[N:7][O:15][C:14]=2[C:16]2[CH:21]=[CH:20][C:19]([S:22]([CH3:25])(=[O:24])=[O:23])=[CH:18][C:17]=2[F:26])=[O:31])[CH2:11][CH2:10]1 |f:0.1,2.3|. Starting materials: C(C)(=O)[O-].[Na+] (Sodium acetate), Cl.NO (hydroxylamine hydrochloride), C1(CC1)C(C(C(=O)C1=C(C=C(C=C1)S(=O)(=O)C)F)=COCC)=O (3-cyclopropyl-2-ethoxymethylene-1-(2-fluoro-4-methylsulphonylphenyl)-propan-1,3-dione). Conditions: time 8 hour. Procedure details: Sodium acetate (7.4 g) was added to a mixture of hydroxylamine hydrochloride (6.3g) and 3-cyclopropyl-2-ethoxymethylene-1-(2-fluoro-4-methylsulphonylphenyl)-propan-1,3-dione (29.0g) in ethanol. The mixture was stirred at room temperature overnight. The solvent was evaporated and the residue was partitioned between ethyl acetate and water. The organic phase was washed with water, dried (anhydrous magnesium sulphate) filtered and evaporated to dryness. The residue was triturated with ether and fil... Solvent: C(C)O (ethanol). The product is C1(CC1)C(=O)C=1C=NOC1C1=C(C=C(C=C1)S(=O)(=O)C)F (4-cyclopropylcarbonyl-5-(2-fluoro-4-methylsulphonylphenyl)-isoxazole). Starting materials: ClCCOCC (chloroethylethyl ether), C(CCO)O (1,3-propanediol), C(C)(C)N(C(C)C)CC (N,N-diisopropylethylamine). The solvent is O1CCCC1 (tetrahydrofuran), O1CCCC1 (tetrahydrofuran). Run at time 2 hour. Product: C(C)OCOCCCO (3-(Ethoxymethoxy)propan-1-ol). The yield is 83.5%. Reaction SMILES: ClC[CH2:3][O:4][CH2:5][CH3:6].[CH2:7]([OH:11])[CH2:8][CH2:9][OH:10].C(N(CC)C(C)C)(C)C>O1CCCC1>[CH2:5]([O:4][CH2:3][O:10][CH2:9][CH2:8][CH2:7][OH:11])[CH3:6]. Procedure: A solution of chloroethylethyl ether (50 mmol) in dry tetrahydrofuran (10 ml) was added dropwise at 0°-5° C. to a stirred solution of 1,3-propanediol (150 mmol) in dry tetrahydrofuran (100 ml) and N,N-diisopropylethylamine (75 mmol). The mixture was stirred for 2 hours at room temperature, the solvent was evaporated in vacuo and the residue was purified by column chromatography on silica, eluting with dichloromethane:methanol (98:2) to give the title compound as a colourless oil (5.6 g, 83%); νm... Starting materials: F[B-](F)(F)F, CCN(C(C)C)C(C)C, Cc1nc(C=Cc2conc2-c2ccc(F)cn2)sc1C(=O)O, NC1CCOCC1, CN(C)C=O, CN(C)C(On1nnc2ccccc21)=[N+](C)C. The product is Cc1nc(C=Cc2conc2-c2ccc(F)cn2)sc1C(=O)NC1CCOCC1. As a reaction SMILES: [B-:24]([F:25])([F:26])([F:27])[F:28].[CH:46]([N:47]([CH2:48][CH3:49])[CH:50]([CH3:51])[CH3:52])([CH3:53])[CH3:54].[F:1][c:2]1[cH:3][cH:4][c:5](-[c:8]2[n:9][o:10][cH:11][c:12]2[CH:13]=[CH:14][c:15]2[s:16][c:17]([C:21](=[O:22])[OH:23])[c:18]([CH3:20])[n:19]2)[n:6][cH:7]1.[NH2:55][CH:56]1[CH2:57][CH2:58][O:59][CH2:60][CH2:61]1.[O:62]=[CH:63][N:64]([CH3:65])[CH3:66].[n:29]1([O:30][C:31]([N:32]([CH3:33])[CH3:34])=[N+:35]([CH3:36])[CH3:37])[c:38]2[cH:39][cH:40][cH:41][cH:42][c:43]2[n:44][n:45]1>>[F:1][c:2]1[cH:3][cH:4][c:5](-[c:8]2[n:9][o:10][cH:11][c:12]2[CH:13]=[CH:14][c:15]2[s:16][c:17]([C:21](=[O:23])[NH:55][CH:56]3[CH2:57][CH2:58][O:59][CH2:60][CH2:61]3)[c:18]([CH3:20])[n:19]2)[n:6][cH:7]1.